The task is: describe an organic reaction: reactants, conditions, products, and yield. This data is from the Open Reaction Database (ORD), a public repository of structured organic reaction records. Reactants: OC1=C(C=NC2=CC(=CC=C12)I)C(=O)OCC (ethyl 4-hydroxy-7-iodoquinoline-3-carboxylate), ClC1=CC=C(CN)C=C1 (4-chlorobenzylamine). The solvent is C(C)OCC (diethyl ether). Reaction conditions: temperature 180 celsius. Yields the product ClC1=CC=C(C=C1)CNC(=O)C=1C=NC2=CC(=CC=C2C1O)I (N-[(4-Chlorophenyl)methyl]-4-hydroxy-7-iodo-3-quinolinecarboxamide). As a reaction SMILES: [OH:1][C:2]1[C:11]2[C:6](=[CH:7][C:8]([I:12])=[CH:9][CH:10]=2)[N:5]=[CH:4][C:3]=1[C:13]([O:15]CC)=O.[Cl:18][C:19]1[CH:26]=[CH:25][C:22]([CH2:23][NH2:24])=[CH:21][CH:20]=1>C(OCC)C>[Cl:18][C:19]1[CH:26]=[CH:25][C:22]([CH2:23][NH:24][C:13]([C:3]2[CH:4]=[N:5][C:6]3[C:11]([C:2]=2[OH:1])=[CH:10][CH:9]=[C:8]([I:12])[CH:7]=3)=[O:15])=[CH:21][CH:20]=1. Procedure: 3-Iodoaniline (8.50 mL) and diethyl ethoxymethylenemalonate (14.30 mL) are heated at 130° C. for 1 hour. The reaction is cooled to room temperature and 70 mL diphenyl ether is added. The solution is heated at 250° C. for 1.5 hours with removal of ethanol by a Dean-Stark trap. The reaction is cooled to room temperature and the resulting solid filtered, washed with hexanes, and dried. The solid is triturated in ethyl acetate to give 12.82 g of ethyl 4-hydroxy-7-iodoquinoline-3-carboxylate. A mixtu... Reactants: [N+](=O)([O-])C=1C=CC2=C(C(=NCC=3N2C(=NN3)CCl)C3=C(C=CC=C3)Cl)C1 (8-nitro-1-(chloromethyl)-6-(o-chlorophenyl)-4H-s-triazolo[4,3-a][1,4]-benzodiazepine), C(CC)N(O)CCC (N,N-dipropylhydroxylamine), [H-].[Na+] (sodium hydride). Product: [N+](=O)([O-])C=1C=CC2=C(C(=NCC=3N2C(=NN3)CN(CCC)CCC)C3=C(C=CC=C3)Cl)C1 (8-nitro-1-[(dipropylamino)methyl]-6-(o-chlorophenyl)-4H-s-triazolo[4,3-a][1,4]benzodiazepine), oxide. Reaction SMILES: [N+:1]([C:4]1[CH:5]=[CH:6][C:7]2[N:13]3[C:14]([CH2:17]Cl)=[N:15][N:16]=[C:12]3[CH2:11][N:10]=[C:9]([C:19]3[CH:24]=[CH:23][CH:22]=[CH:21][C:20]=3[Cl:25])[C:8]=2[CH:26]=1)([O-:3])=[O:2].[CH2:27]([N:30]([CH2:32][CH2:33][CH3:34])O)[CH2:28][CH3:29].[H-].[Na+]>>[N+:1]([C:4]1[CH:5]=[CH:6][C:7]2[N:13]3[C:14]([CH2:17][N:30]([CH2:32][CH2:33][CH3:34])[CH2:27][CH2:28][CH3:29])=[N:15][N:16]=[C:12]3[CH2:11][N:10]=[C:9]([C:19]3[CH:24]=[CH:23][CH:22]=[CH:21][C:20]=3[Cl:25])[C:8]=2[CH:26]=1)([O-:3])=[O:2] |f:2.3|. Procedure details: In the manner given in Example 15, 8-nitro-1-(chloromethyl)-6-(o-chlorophenyl)-4H-s-triazolo[4,3-a][1,4]-benzodiazepine is treated with a cold mixture of N,N-dipropylhydroxylamine and sodium hydride in dimethylformimide to give 8-nitro-1-[(dipropylamino)methyl]-6-(o-chlorophenyl)-4H-s-triazolo[4,3-a][1,4]benzodiazepine, N1 -oxide. Starting materials: C(C1=CC=C(C=C1)OC)=O (p-anisaldehyde), C(CC#N)#N (malononitrile), CC1(CC(CC(C1)=O)=O)C (5,5-dimethylcyclohexan-1,3-dione). Reagents/catalysts: N1CCCCC1 (piperidine). The solvent is CCO (EtOH). The product is NC=1OC2=C(C(C1C#N)C1=CC=C(C=C1)OC)C(CC(C2)(C)C)=O (2-Amino-3-cyano-7,7-dimethyl-4-(4-methoxyphenyl)-5-oxo-5,6,7,8-tetrahydro-4H-1-benzopyran). The yield is 80.1%. Reaction SMILES: [CH:1](=O)[C:2]1[CH:7]=[CH:6][C:5]([O:8][CH3:9])=[CH:4][CH:3]=1.[C:11](#[N:15])[CH2:12][C:13]#[N:14].[CH3:16][C:17]1([CH3:25])[CH2:22][C:21](=[O:23])[CH2:20][C:19](=[O:24])[CH2:18]1>CCO.N1CCCCC1>[NH2:14][C:13]1[O:24][C:19]2[CH2:18][C:17]([CH3:25])([CH3:16])[CH2:22][C:21](=[O:23])[C:20]=2[CH:1]([C:2]2[CH:7]=[CH:6][C:5]([O:8][CH3:9])=[CH:4][CH:3]=2)[C:12]=1[C:11]#[N:15]. Procedure details: A stirred solution of p-anisaldehyde (1.74 mL, 14.3 mmol) and malononitrile (0.90 mL, 14.28 mmol) in 75 mL of 95% EtOH at RT was treated with a few drops of piperidine and after about 5 min, a yellow precipitate was formed and the mixture was stirred for another 10 min after which 5,5-dimethylcyclohexan-1,3-dione (2.00 g, 14.3 mmol) was added as a solid in one portion. The stirred suspension became a solution after about 5 min. After about 2 h a white precipitate was formed and TLC analysis show... Reactants: C=C1C=C2CC[C@H]3[C@@H]4CCC([C@@]4(C)CC[C@@H]3[C@]2(CC1O)C=C)=O (3-methylene-10β-vinyl-estra-4-ene-2-ol-17-one), compound 44, 10β-vinyl-estra-4-ene-2β-ol-3,17-dione acetate, C(C)(=O)[O-].C(C)(=O)[O-].C(C)(=O)[O-].C(C)(=O)[O-].[Pb+4] (lead tetraacetate), C(=C)[C@]12CCC(C=C1CC[C@H]1[C@@H]3CCC([C@@]3(C)CC[C@H]21)=O)=O (10β-vinyl-estra-4-ene-3,17-dione), [BH4-].[Na+] (sodium borohydride). Reported procedure: The compound 10β-vinyl-estra-4-ene-3,17-dione described by Halpern et al, cited above is converted to 10β-vinyl-estra-4-ene-2β-ol-3,17-dione acetate by reaction with a molar excess of lead tetraacetate at 60° to 120° C. in acetic acid or under reflux in benzene for a reaction period of from 6 to 15 hours. This can be converted to 3-methylene-10β-vinyl-estra-4-ene-2-ol-17-one, compound 44, by the Wittig reaction. The latter compound may be reduced with sodium borohydride to produce compound 38, 3... Solvent: C1=CC=CC=C1 (benzene), C(C)(=O)O (acetic acid). The product is compound 38, C=C1C=C2CC[C@H]3[C@@H]4CC[C@@H]([C@@]4(C)CC[C@@H]3[C@]2(C[C@@H]1O)C=C)O (3-methylene-10β-vinyl-estra-4-ene-2β, 17β-diol). As a reaction SMILES: C([C@@]12[C@@H]3[C@H]([C@H]4[C@@](CC3)(C)C(=O)CC4)CCC1=CC(=O)CC2)=C.C([O-])(=O)C.C([O-])(=O)C.C([O-])(=O)C.C([O-])(=O)C.[Pb+4].[CH2:40]=[C:41]1[CH:58]([OH:59])[CH2:57][C@@:56]2([CH:60]=[CH2:61])[C:43]([CH2:44][CH2:45][C@@H:46]3[C@@H:55]2[CH2:54][CH2:53][C@@:51]2([CH3:52])[C@H:47]3[CH2:48][CH2:49][C:50]2=[O:62])=[CH:42]1.[BH4-].[Na+]>C(O)(=O)C.C1C=CC=CC=1>[CH2:40]=[C:41]1[C@@H:58]([OH:59])[CH2:57][C@@:56]2([CH:60]=[CH2:61])[C:43]([CH2:44][CH2:45][C@@H:46]3[C@@H:55]2[CH2:54][CH2:53][C@@:51]2([CH3:52])[C@H:47]3[CH2:48][CH2:49][C@@H:50]2[OH:62])=[CH:42]1 |f:1.2.3.4.5,7.8|. Reactants: O=Cc1ccc(Br)cc1, CCCC[Sn](CCCC)(CCCC)c1nccs1, CC#N, Cl[Pd]Cl, c1ccc(P(c2ccccc2)c2ccccc2)cc1, c1ccc(P(c2ccccc2)c2ccccc2)cc1. Product: O=Cc1ccc(-c2nccs2)cc1. RXN SMILES: [Br:1][c:2]1[cH:3][cH:4][c:5]([CH:6]=[O:7])[cH:8][cH:9]1.[CH2:10]([Sn:11]([CH2:12][CH2:13][CH2:14][CH3:20])([c:15]1[s:16][cH:17][cH:18][n:19]1)[CH2:21][CH2:22][CH2:23][CH3:24])[CH2:25][CH2:26][CH3:27].[CH3:28][C:29]#[N:30].[Pd:69]([Cl:70])[Cl:71].[c:31]1([P:32]([c:33]2[cH:34][cH:35][cH:36][cH:37][cH:38]2)[c:39]2[cH:40][cH:41][cH:42][cH:43][cH:44]2)[cH:45][cH:46][cH:47][cH:48][cH:49]1.[c:50]1([P:51]([c:52]2[cH:53][cH:54][cH:55][cH:56][cH:57]2)[c:58]2[cH:59][cH:60][cH:61][cH:62][cH:63]2)[cH:64][cH:65][cH:66][cH:67][cH:68]1>>[c:2]1(-[c:15]2[s:16][cH:17][cH:18][n:19]2)[cH:3][cH:4][c:5]([CH:6]=[O:7])[cH:8][cH:9]1. Reactants: IC=1C=C(C=CC1)C(S(=O)(=O)C1=CC=C(C=C1)C)NC=O ({(3-iodophenyl)[(4-methylphenyl)sulfonyl]methyl}formamide), IC1=CC=C(C=O)C=C1 (4-iodobenzaldehyde), Solid. The product is IC1=CC=C(C=C1)C(S(=O)(=O)C1=CC=C(C=C1)C)NC=O ({(4-Iodophenyl)[(4-methylphenyl)sulfonyl]methyl}formamide). As a reaction SMILES: I[C:2]1[CH:3]=[C:4]([CH:8]([NH:19][CH:20]=[O:21])[S:9]([C:12]2[CH:17]=[CH:16][C:15]([CH3:18])=[CH:14][CH:13]=2)(=[O:11])=[O:10])[CH:5]=[CH:6][CH:7]=1.[I:22]C1C=CC(C=O)=CC=1>>[I:22][C:7]1[CH:6]=[CH:5][C:4]([CH:8]([NH:19][CH:20]=[O:21])[S:9]([C:12]2[CH:17]=[CH:16][C:15]([CH3:18])=[CH:14][CH:13]=2)(=[O:11])=[O:10])=[CH:3][CH:2]=1. Procedure: The title compound was prepared by a similar process to that described for Intermediate 52 but using 4-iodobenzaldehyde in place of 3-iodobenzaldehyde. Solid (12.7 g, 57%); The reactants are COC(=O)COc1ccc2cc(-c3ccc(-c4ccccc4)n3Cc3ccccc3)ccc2c1, CO, [Na+], [OH-], O. Yields the product O=C(O)COc1ccc2cc(-c3ccc(-c4ccccc4)n3Cc3ccccc3)ccc2c1. Reaction SMILES: [CH2:1]([c:2]1[cH:3][cH:4][cH:5][cH:6][cH:7]1)[n:8]1[c:9](-[c:19]2[cH:20][c:21]3[cH:22][cH:23][c:24]([O:29][CH2:30][C:31](=[O:32])[O:33][CH3:34])[cH:25][c:26]3[cH:27][cH:28]2)[cH:10][cH:11][c:12]1-[c:13]1[cH:14][cH:15][cH:16][cH:17][cH:18]1.[CH3:37][OH:38].[Na+:36].[OH-:35].[OH2:39]>>[CH2:1]([c:2]1[cH:3][cH:4][cH:5][cH:6][cH:7]1)[n:8]1[c:9](-[c:19]2[cH:20][c:21]3[cH:22][cH:23][c:24]([O:29][CH2:30][C:31](=[O:32])[OH:33])[cH:25][c:26]3[cH:27][cH:28]2)[cH:10][cH:11][c:12]1-[c:13]1[cH:14][cH:15][cH:16][cH:17][cH:18]1. Reactants: CCOC(C)=O, O=C(c1ccc(F)cc1)c1nccc(O)c1OCc1ccccc1, CCO. Product: O=C(c1ccc(F)cc1)c1nccc(O)c1O. Reaction SMILES: [C:28]([O:29][CH2:30][CH3:31])(=[O:32])[CH3:33].[CH2:1]([c:2]1[cH:3][cH:4][cH:5][cH:6][cH:7]1)[O:8][c:9]1[c:10]([C:16](=[O:17])[c:18]2[cH:19][cH:20][c:21]([F:24])[cH:22][cH:23]2)[n:11][cH:12][cH:13][c:14]1[OH:15].[CH2:25]([OH:26])[CH3:27]>>[OH:8][c:9]1[c:10]([C:16](=[O:17])[c:18]2[cH:19][cH:20][c:21]([F:24])[cH:22][cH:23]2)[n:11][cH:12][cH:13][c:14]1[OH:15].